Dataset: the Open Reaction Database (ORD), a public repository of structured organic reaction records. Task: describe an organic reaction: reactants, conditions, products, and yield Reactants: CC(C)(C)OC(=O)N1CC2CN(c3ccc4c(c3)C(=O)c3cc(Br)ccc3-4)CC21, CC(=O)O[BH-](OC(C)=O)OC(C)=O, C=O, ClCCl, [Na+], O, O=C(O)C(F)(F)F. Yields the product CN1CC2CN(c3ccc4c(c3)C(=O)c3cc(Br)ccc3-4)CC21. RXN SMILES: [C:1]([O:2][C:6](=[O:3])[N:8]1[CH:9]2[CH2:10][N:11]([c:15]3[cH:16][c:17]4[c:25]([cH:26][cH:27]3)-[c:24]3[c:19]([cH:20][c:21]([Br:28])[cH:22][cH:23]3)[C:18]4=[O:29])[CH2:12][CH:13]2[CH2:14]1)([CH3:4])([CH3:5])[CH3:7].[C:39]([O:40][BH-:41]([O:42][C:43](=[O:44])[CH3:45])[O:46][C:47](=[O:48])[CH3:49])(=[O:50])[CH3:51].[CH2:37]=[O:38].[Cl:53][CH2:54][Cl:55].[Na+:52].[OH2:56].[OH:30][C:31]([C:32]([F:33])([F:34])[F:35])=[O:36]>>[CH3:6][N:8]1[CH:9]2[CH2:10][N:11]([c:15]3[cH:16][c:17]4[c:25]([cH:26][cH:27]3)-[c:24]3[c:19]([cH:20][c:21]([Br:28])[cH:22][cH:23]3)[C:18]4=[O:29])[CH2:12][CH:13]2[CH2:14]1. Starting materials: FC1(C2CC(CC(C1)N2)C(=O)OC)F (methyl 6,6-difluoro-8-azabicyclo[3.2.1]octane-3-carboxylate), BrCC1=C([C@@H](N=C(N1)C=1SC=CN1)C1=C(C(=CC=C1)F)Cl)C(=O)OCC (ethyl (4R)-6-(bromomethyl)-4-(2-chloro-3-fluoro-phenyl)-2-thiazol-2-yl-1,4-dihydropyrimidine-5-carboxylate). Product: ClC1=C(C=CC=C1F)[C@@H]1N=C(NC(=C1C(=O)OCC)CN1C2CC(CC1C(C2)(F)F)C(=O)O)C=2SC=CN2 (8-[[(4R)-4-(2-chloro-3-fluoro-phenyl)-5-ethoxycarbonyl-2-thiazol-2-yl-1,4-dihydropyrimidin-6-yl]methyl]-6,6-difluoro-8-azabicyclo[3.2.1]octane-3-carboxylic acid). Yield: 6.0%. RXN SMILES: [F:1][C:2]1([F:14])[CH2:8][CH:7]2[NH:9][CH:3]1[CH2:4][CH:5]([C:10]([O:12]C)=[O:11])[CH2:6]2.Br[CH2:16][C:17]1[NH:22][C:21]([C:23]2[S:24][CH:25]=[CH:26][N:27]=2)=[N:20][C@@H:19]([C:28]2[CH:33]=[CH:32][CH:31]=[C:30]([F:34])[C:29]=2[Cl:35])[C:18]=1[C:36]([O:38][CH2:39][CH3:40])=[O:37]>>[Cl:35][C:29]1[C:30]([F:34])=[CH:31][CH:32]=[CH:33][C:28]=1[C@H:19]1[C:18]([C:36]([O:38][CH2:39][CH3:40])=[O:37])=[C:17]([CH2:16][N:9]2[CH:3]3[C:2]([F:14])([F:1])[CH2:8][CH:7]2[CH2:6][CH:5]([C:10]([OH:12])=[O:11])[CH2:4]3)[NH:22][C:21]([C:23]2[S:24][CH:25]=[CH:26][N:27]=2)=[N:20]1. Reported procedure: The title compound was prepared in analogy to Example 1, by using methyl 6,6-difluoro-8-azabicyclo[3.2.1]octane-3-carboxylate 150a (200 mg) and ethyl (4R)-6-(bromomethyl)-4-(2-chloro-3-fluoro-phenyl)-2-thiazol-2-yl-1,4-dihydropyrimidine-5-carboxylate 98a (400 mg). 30 mg of the title compound was isolated finally after preparative HPLC purification. Preparation of methyl 6,6-difluoro-8-azabicyclo[3.2.1]octane-3-carboxylate 150a: Solvent: O (H2O). The product is FC1=CC2=C(C(=NO2)C2CCN(CC2)CCCOC2=C3C=CNC3=CC=C2)C=C1 (6-Fluoro-3-[1-[3-[(1-H-indol-4-yl)oxy]propyl]-4-piperidinyl]-1,2-benzisoxazole). Reaction conditions: time 68 hour. As a reaction SMILES: [F:1][C:2]1[CH:16]=[CH:15][C:5]2[C:6]([CH:9]3[CH2:14][CH2:13][NH:12][CH2:11][CH2:10]3)=[N:7][O:8][C:4]=2[CH:3]=1.[C:17]([O-:20])([O-])=O.[K+].[K+].ClCCCO[C:28]1[NH:29][C:30]2[C:35]([CH:36]=1)=[CH:34][CH:33]=[CH:32][CH:31]=2.[CH3:37][C:38]#N>O>[F:1][C:2]1[CH:16]=[CH:15][C:5]2[C:6]([CH:9]3[CH2:10][CH2:11][N:12]([CH2:37][CH2:38][CH2:17][O:20][C:34]4[CH:33]=[CH:32][CH:31]=[C:30]5[C:35]=4[CH:36]=[CH:28][NH:29]5)[CH2:13][CH2:14]3)=[N:7][O:8][C:4]=2[CH:3]=1 |f:1.2.3|. The reactants are FC1=CC2=C(C(=NO2)C2CCNCC2)C=C1 (6-fluoro-3-(4-piperidinyl)-1,2-benzisoxazole), C(=O)([O-])[O-].[K+].[K+] (K2CO3), ClCCCOC=1NC2=CC=CC=C2C1 ((3chloropropoxy)indole), CC#N (CH3CN), C(=O)([O-])[O-].[K+].[K+] (K2CO3). Reported procedure: A mixture of 6-fluoro-3-(4-piperidinyl)-1,2-benzisoxazole (3.5 g, 16 mmol), K2CO3 (2.2 g, 16 mmol), KI (200 mg), (3chloropropoxy)indole (3.0 g, 14 mmol) and CH3CN (100 ml) was stirred at reflux under N2 for 7 hours and then at ambient temperature for 68 hours. Reflux was resumed for an additional 6 hours whereupon a TLC revealed incomplete reaction. K2CO3 (0.5 g, 4 mmol) was added and the reaction was stirred at reflux for 17 hours. The cooled reaction was poured into H2O and the aqueous mixture... Starting materials: O (water), CC(=O)CCC(=O)O (laevulinic acid), CSC1=NC2=CC=CC=C2C(=N1)N(N=CC)C1=CC=C(C=C1)OC (acetaldehyde N1 -(2-methylthioquinazolin-4-yl)-p-methoxyphenylhydrazone), Cl (hydrogen chloride). Solvent: CCOCC (ether). Yields the product COC=1C=C2C(=C(N(C2=CC1)C1=NC(=NC2=CC=CC=C12)SC)C)CC(=O)O (5-methoxy-2-methyl-1-(2-methylthioquinazolin-4-yl)indol-3-ylacetic acid). RXN SMILES: [CH3:1][C:2]([CH2:4][CH2:5][C:6]([OH:8])=[O:7])=O.[CH3:9][S:10][C:11]1[N:20]=[C:19]([N:21]([C:25]2[CH:30]=[CH:29][C:28]([O:31][CH3:32])=[CH:27][CH:26]=2)N=CC)[C:18]2[C:13](=[CH:14][CH:15]=[CH:16][CH:17]=2)[N:12]=1.Cl.O>CCOCC>[CH3:32][O:31][C:28]1[CH:27]=[C:26]2[C:25](=[CH:30][CH:29]=1)[N:21]([C:19]1[C:18]3[C:13](=[CH:14][CH:15]=[CH:16][CH:17]=3)[N:12]=[C:11]([S:10][CH3:9])[N:20]=1)[C:2]([CH3:1])=[C:4]2[CH2:5][C:6]([OH:8])=[O:7]. Procedure details: A mixture of laevulinic acid (7 g.), acetaldehyde N1 -(2-methylthioquinazolin-4-yl)-p-methoxyphenylhydrazone (3.5 g.) and a saturated solution of hydrogen chloride in ether (2 ml.) was heated at 95° - 100° C. for 22 hours. The mixture was poured into water (300 ml.), and the precipitated brown solid was collected by filtration and dissolved in chloroform (100 ml.). The solution was filtered and the filtrate was extracted with 2 N- ammonia solution (4 × 50 ml.). The extracts were combined and aci... Starting materials: COCCCNC1=C(CO)C=CC=C1 (2-(3-methoxypropyl) aminobenzyl alcohol), S(=O)(Cl)Cl (thionyl chloride), SC=1NC=CN1 (mercaptoimidazole), 2. Run in ClCCl (dichloromethane), ClCCl (dichloromethane), C(C)O (ethanol). Conditions: time 15 minute. The product is COCCCNC1=C(CSC=2NC=CN2)C=CC=C1 (2-[2-(3-methoxypropylamino)benzylthio]imidazole). The yield is 65.8%. RXN SMILES: [CH3:1][O:2][CH2:3][CH2:4][CH2:5][NH:6][C:7]1[CH:14]=[CH:13][CH:12]=[CH:11][C:8]=1[CH2:9]O.S(Cl)(Cl)=O.[SH:19][C:20]1[NH:21][CH:22]=[CH:23][N:24]=1>ClCCl.C(O)C>[CH3:1][O:2][CH2:3][CH2:4][CH2:5][NH:6][C:7]1[CH:14]=[CH:13][CH:12]=[CH:11][C:8]=1[CH2:9][S:19][C:20]1[NH:21][CH:22]=[CH:23][N:24]=1. Reported procedure: To a solution of 2.9 g (14.8 mmol) of 2-(3-methoxypropyl) aminobenzyl alcohol in 29 ml of dichloromethane was dropwise added a solution of 1.3 ml (17.8 mmol) of thionyl chloride in 3 ml of dichloromethane under chilling with ice for a period of 5 min. The resulting mixture was stirred for 15 min. at room temperature. The solvent was distilled off under reduced pressure at room temperature. To the residue was added 10 ml of dichloromethane. The obtained dichloromethane solution was little by litt... The reactants are C(#N)COC1=C(C(=O)C2=CC=C(C=C2)C)C=CC=C1 (2-cyanomethoxy-4'-methylbenzophenone), CC(C)([O-])C.[K+] (potassium tert-butoxide). The solvent is C1=CC=CC=C1 (benzene). Run at time 1 hour. Yields the product CC1=CC=C(C=C1)C=1C2=C(OC1C#N)C=CC=C2 (3-(4-methylphenyl)benzo[b]furan-2-carbonitrile). Yield: 10.5%. RXN SMILES: [C:1]([CH2:3][O:4][C:5]1[CH:19]=[CH:18][CH:17]=[CH:16][C:6]=1[C:7]([C:9]1[CH:14]=[CH:13][C:12]([CH3:15])=[CH:11][CH:10]=1)=O)#[N:2].CC(C)([O-])C.[K+]>C1C=CC=CC=1>[CH3:15][C:12]1[CH:13]=[CH:14][C:9]([C:7]2[C:6]3[CH:16]=[CH:17][CH:18]=[CH:19][C:5]=3[O:4][C:3]=2[C:1]#[N:2])=[CH:10][CH:11]=1 |f:1.2|. Procedure: To a mixture of 2-cyanomethoxy-4'-methylbenzophenone (18.6 g) and molecular sieves (18 g) in benzene [270 ml) was added potassium tert-butoxide (8.31 g) in one portion at ambient temperature. After stirring at the same temperature for one hour, the mixture was filtered off. The filtrate was washed with diluted hydrochloric acid, dried, and concentrated in vacuo. The residue was purified by flash column chromatography to yield 3-(4-methylphenyl)benzo[b]furan-2-carbonitrile (1.82 g) as white cryst... The reactants are COC(=O)C(=O)Nc1ccc(N2CCN(C(=O)OC(C)(C)C)CC2)nc1, CS(=O)(=O)Cl, Cl, C1COCCO1, O. Yields the product COC(=O)C(=O)Nc1ccc(N2CCN(S(C)(=O)=O)CC2)nc1. RXN SMILES: [CH3:1][O:2][C:3]([C:4](=[O:5])[NH:6][c:7]1[cH:8][cH:9][c:10]([N:13]2[CH2:14][CH2:15][N:16]([C:19]([O:20][C:21]([CH3:22])([CH3:23])[CH3:24])=[O:25])[CH2:17][CH2:18]2)[n:11][cH:12]1)=[O:26].[CH3:27][S:28]([Cl:29])(=[O:30])=[O:31].[ClH:32].[O:33]1[CH2:34][CH2:35][O:36][CH2:37][CH2:38]1.[OH2:39]>>[CH3:1][O:2][C:3]([C:4](=[O:5])[NH:6][c:7]1[cH:8][cH:9][c:10]([N:13]2[CH2:14][CH2:15][N:16]([S:28]([CH3:27])(=[O:30])=[O:31])[CH2:17][CH2:18]2)[n:11][cH:12]1)=[O:26].